This data is from the Open Reaction Database (ORD), a public repository of structured organic reaction records. The task is: describe an organic reaction: reactants, conditions, products, and yield Run in CCCCCCC.CCOC(=O)C (n-heptane EtOAc). Procedure details: The title compound was prepared in analogy to example 72, intermediate, from oxetan-3-yl-(4-o-tolyl-pyridin-3-yl)-amine and 3,5-bis(trifluoromethyl)benzoyl chloride (CAS RN 1271-19-8) and using a gradient of gradient of n-heptane:EtOAc (100:0 to 30:70) for the chromatographic purification. Light yellow solid (34%). MS (ESI): m/z=481.13 [M+H]+. RXN SMILES: [O:1]1[CH2:4][CH:3]([NH:5][C:6]2[CH:7]=[N:8][CH:9]=[CH:10][C:11]=2[C:12]2[CH:17]=[CH:16][CH:15]=[CH:14][C:13]=2[CH3:18])[CH2:2]1.[F:19][C:20]([F:35])([F:34])[C:21]1[CH:22]=[C:23]([CH:27]=[C:28]([C:30]([F:33])([F:32])[F:31])[CH:29]=1)[C:24](Cl)=[O:25]>CCCCCCC.CCOC(C)=O>[O:1]1[CH2:2][CH:3]([N:5]([C:6]2[CH:7]=[N:8][CH:9]=[CH:10][C:11]=2[C:12]2[CH:17]=[CH:16][CH:15]=[CH:14][C:13]=2[CH3:18])[C:24](=[O:25])[C:23]2[CH:27]=[C:28]([C:30]([F:31])([F:32])[F:33])[CH:29]=[C:21]([C:20]([F:19])([F:34])[F:35])[CH:22]=2)[CH2:4]1 |f:2.3|. Starting materials: O1CC(C1)NC=1C=NC=CC1C1=C(C=CC=C1)C (oxetan-3-yl-(4-o-tolyl-pyridin-3-yl)-amine), FC(C=1C=C(C(=O)Cl)C=C(C1)C(F)(F)F)(F)F (3,5-bis(trifluoromethyl)benzoyl chloride). Product: O1CC(C1)N(C(C1=CC(=CC(=C1)C(F)(F)F)C(F)(F)F)=O)C=1C=NC=CC1C1=C(C=CC=C1)C (N-Oxetan-3-yl-N-(4-o-tolyl-pyridin-3-yl)-3,5-bis-trifluoromethyl-benzamide). Reactants: NC1=NC=CC(=C1)C(F)(F)F (2-amino-4-trifluoromethylpyridine), C([O-])([O-])=O.[K+].[K+] (potassium carbonate), ClC(=O)OC1=CC=CC=C1 (phenyl chloroformate). Solvent: O1CCCC1 (tetrahydrofuran). Procedure details: According to the procedure described in Example 113B, 2-amino-4-trifluoromethylpyridine (462 mg, 2.85 mmoles) was dissolved in 20 ml of tetrahydrofuran. To this solution was added potassium carbonate (511 mgs, 3.7 mmoles) followed by phenyl chloroformate (521 mgs, 3.33 mmoles). The mixture was concentrated and purified according to the procedure in in Example 138 to afford phenyl 4-(trifluoromethyl)pyridin-2-ylcarbamate. 1H NMR (300 MHz, CDCl3) δ 9.53 (s, 1H), 8.56 (m, 1H), 8.38 (s, 1H), 7.6-7.4... Product: FC(C1=CC(=NC=C1)NC(OC1=CC=CC=C1)=O)(F)F (phenyl 4-(trifluoromethyl)pyridin-2-ylcarbamate). Reaction SMILES: [NH2:1][C:2]1[CH:7]=[C:6]([C:8]([F:11])([F:10])[F:9])[CH:5]=[CH:4][N:3]=1.C(=O)([O-])[O-].[K+].[K+].Cl[C:19]([O:21][C:22]1[CH:27]=[CH:26][CH:25]=[CH:24][CH:23]=1)=[O:20]>O1CCCC1>[F:10][C:8]([F:9])([F:11])[C:6]1[CH:5]=[CH:4][N:3]=[C:2]([NH:1][C:19](=[O:20])[O:21][C:22]2[CH:27]=[CH:26][CH:25]=[CH:24][CH:23]=2)[CH:7]=1 |f:1.2.3|. Reactants: [Cl-].C[N+]1=CN(C=C1)C1CN(CC1)C1=CC(=C(C=C1)[N+](=O)[O-])C (1-Methyl-3-[1-(3-methyl-4-nitro-phenyl)-pyrrolidin-3-yl]-3H-imidazol-1-ium chloride). Reagents/catalysts: [Pd] (palladium on charcoal). Solvent: C(C)O (ethanol). The product is Cl.[Cl-].C[NH+]1CN(C=C1)C1CN(CC1)C1=CC=C(C=C1)N (1-methyl-3-[1-(4-aminophenyl)pyrrolidin-3-yl]-1H-imidazol-1-ium chloride hydrochloride). RXN SMILES: [Cl-:1].[CH3:2][N+:3]1[CH:7]=[CH:6][N:5]([CH:8]2[CH2:12][CH2:11][N:10]([C:13]3[CH:18]=[CH:17][C:16]([N+:19]([O-])=O)=[C:15](C)[CH:14]=3)[CH2:9]2)[CH:4]=1>C(O)C.[Pd]>[ClH:1].[Cl-:1].[CH3:2][NH+:3]1[CH:7]=[CH:6][N:5]([CH:8]2[CH2:12][CH2:11][N:10]([C:13]3[CH:18]=[CH:17][C:16]([NH2:19])=[CH:15][CH:14]=3)[CH2:9]2)[CH2:4]1 |f:0.1,4.5.6|. Procedure: 3.2 g (0.01 mole) of derivative (4) in 300 ml of ethanol were hydrogenated in the presence of palladium on charcoal under hydrogen pressure of 9 bars. The catalyst was removed by filtration. The derivative (5) was isolated under chloride form. The reactants are C1(C=CCC1)C1=CC(=C(C(=O)OC(C)(C)C)C=C1)NC1=CC=C(C=C1)F (tert-butyl 4-(2-cyclopenten-1-yl)-2-(4-fluoroanilino)benzoate). Reagents/catalysts: [C].[Pd] (palladium-carbon). Solvent: CO (methanol). Reaction conditions: time 6 hour. The product is C1(CCCC1)C1=CC(=C(C(=O)O)C=C1)NC1=CC=C(C=C1)F (4-cyclopentyl-2-(4-fluoroanilino)benzoic acid). Isolated yield 63.0%. Reaction SMILES: [CH:1]1([C:6]2[CH:18]=[CH:17][C:9]([C:10]([O:12]C(C)(C)C)=[O:11])=[C:8]([NH:19][C:20]3[CH:25]=[CH:24][C:23]([F:26])=[CH:22][CH:21]=3)[CH:7]=2)[CH2:5][CH2:4][CH:3]=[CH:2]1>[C].[Pd].CO>[CH:1]1([C:6]2[CH:18]=[CH:17][C:9]([C:10]([OH:12])=[O:11])=[C:8]([NH:19][C:20]3[CH:25]=[CH:24][C:23]([F:26])=[CH:22][CH:21]=3)[CH:7]=2)[CH2:2][CH2:3][CH2:4][CH2:5]1 |f:1.2|. Procedure: To methanol 2.0 mL solution of tert-butyl 4-(2-cyclopenten-1-yl)-2-(4-fluoroanilino)benzoate 45 mg was added 5% palladium-carbon 9 mg, and it was stirred under hydrogen atmosphere at room temperature for 6 hours. Insoluble matter was filtrated, and the solvent was removed under reduced pressure. Trifluoroacetic acid 10 mL was added to the obtained residue, and it was stirred at room temperature for 1 hour. The solvent was removed under reduced pressure, methanol was added to the obtained residue... The solvent is C(C)(=O)OCC (ethyl acetate). Isolated yield 76.2%. Yields the product NC1=C(OC2=CC=C(C=C2)N2CCN(CC2)C(=O)OC(C)(C)C)C=C(C=C1)Cl (tert-butyl 4-[4-(2-amino-5-chlorophenoxy)phenyl]piperazine-1-carboxylate). Procedure details: 5% carbon-palladium (1.3 g) was added to an ethyl acetate (100 ml) solution of tert-butyl 4-[4-(5-chloro-2-nitrophenoxy)phenyl]piperazine-1-carboxylate (5.64 g, 13 mmols). The resulting mixture was hydrogenated at room temperature under atmospheric pressure. The catalyst was removed through filtration, and the filtrate was concentrated under reduced pressure. The residue was purified through silica gel column chromatography to give a crystal of tert-butyl 4-[4-(2-amino-5-chlorophenoxy)phenyl]pip... RXN SMILES: [Cl:1][C:2]1[CH:3]=[CH:4][C:5]([N+:28]([O-])=O)=[C:6]([CH:27]=1)[O:7][C:8]1[CH:13]=[CH:12][C:11]([N:14]2[CH2:19][CH2:18][N:17]([C:20]([O:22][C:23]([CH3:26])([CH3:25])[CH3:24])=[O:21])[CH2:16][CH2:15]2)=[CH:10][CH:9]=1>[C].[Pd].C(OCC)(=O)C>[NH2:28][C:5]1[CH:4]=[CH:3][C:2]([Cl:1])=[CH:27][C:6]=1[O:7][C:8]1[CH:13]=[CH:12][C:11]([N:14]2[CH2:19][CH2:18][N:17]([C:20]([O:22][C:23]([CH3:26])([CH3:25])[CH3:24])=[O:21])[CH2:16][CH2:15]2)=[CH:10][CH:9]=1 |f:1.2|. Reagents/catalysts: [C].[Pd] (carbon palladium). Starting materials: ClC=1C=CC(=C(OC2=CC=C(C=C2)N2CCN(CC2)C(=O)OC(C)(C)C)C1)[N+](=O)[O-] (tert-butyl 4-[4-(5-chloro-2-nitrophenoxy)phenyl]piperazine-1-carboxylate). The reactants are BrCc1cccc(Br)n1, Cc1cc(C(=O)c2c[nH]c3ccc(F)cc3c2=O)cnc1C, CN(C)C=O, [H-], [Na+]. Yields the product Cc1cc(C(=O)c2cn(Cc3cccc(Br)n3)c3ccc(F)cc3c2=O)cnc1C. RXN SMILES: [Br:25][c:26]1[n:27][c:28]([CH2:32][Br:33])[cH:29][cH:30][cH:31]1.[CH3:1][c:2]1[cH:3][c:4]([C:9](=[O:10])[c:11]2[cH:12][nH:13][c:14]3[cH:15][cH:16][c:17]([F:22])[cH:18][c:19]3[c:20]2=[O:21])[cH:5][n:6][c:7]1[CH3:8].[CH3:34][N:35]([CH3:36])[CH:37]=[O:38].[H-:23].[Na+:24]>>[CH3:1][c:2]1[cH:3][c:4]([C:9](=[O:10])[c:11]2[cH:12][n:13]([CH2:32][c:28]3[n:27][c:26]([Br:25])[cH:31][cH:30][cH:29]3)[c:14]3[cH:15][cH:16][c:17]([F:22])[cH:18][c:19]3[c:20]2=[O:21])[cH:5][n:6][c:7]1[CH3:8]. Starting materials: C(C)(C)S(=O)(=O)N1C(=NC2=C1C=C(C=C2)C(C2=CC=CC=C2)=CC(=O)O)N (1-isopropylsulfonyl-2-amino-6-(α-hydroxycarbonylmethylenebenzyl)benzimidazole), CI (methyl iodide), CS(=O)C (dimethylsulfoxide), suspension, [H-].[Na+] (sodium hydride). Solvent: O (water). Product: C(C)(C)S(=O)(=O)N1C(=NC2=C1C=C(C=C2)C(C2=CC=CC=C2)=CC(=O)OC)N (1-isopropylsulfonyl-2-amino-6-(α-methoxycarbonylmethylenebenzyl)benzimidazole). As a reaction SMILES: [CH:1]([S:4]([N:7]1[C:11]2[CH:12]=[C:13]([C:16](=[CH:23][C:24]([OH:26])=[O:25])[C:17]3[CH:22]=[CH:21][CH:20]=[CH:19][CH:18]=3)[CH:14]=[CH:15][C:10]=2[N:9]=[C:8]1[NH2:27])(=[O:6])=[O:5])([CH3:3])[CH3:2].[CH3:28]S(C)=O.[H-].[Na+].CI>O>[CH:1]([S:4]([N:7]1[C:11]2[CH:12]=[C:13]([C:16](=[CH:23][C:24]([O:26][CH3:28])=[O:25])[C:17]3[CH:18]=[CH:19][CH:20]=[CH:21][CH:22]=3)[CH:14]=[CH:15][C:10]=2[N:9]=[C:8]1[NH2:27])(=[O:5])=[O:6])([CH3:3])[CH3:2] |f:2.3|. Reported procedure: To a stirred solution of 0.77 g. of 1-isopropylsulfonyl-2-amino-6-(α-hydroxycarbonylmethylenebenzyl)benzimidazole (from Example 17) in 10 ml. of dimethylsulfoxide containing 0.1 g. of a fifty percent suspension of sodium hydride in mineral oil was added in one portion 0.3 g. of methyl iodide. The reaction mixture was stirred at room temperature for fifteen minutes, and then was diluted by the addition of 50 ml. of water. The aqueous mixture was extracted several times with ethyl acetate. The ext... Starting materials: C(=O)C1=CC=C(OC2=CC=C(S2)C(=O)N)C=C1 (5-(4-formylphenoxy)thiophene-2-carboxamide), C(CC(C)C)N (isoamylamine), [BH4-].[Na+] (NaBH4). The solvent is CO (methanol). Conditions: time 8 hour. The product is CC(CCNCC1=CC=C(OC2=CC=C(S2)C(=O)N)C=C1)C (5-{4-[(3-Methylbutylamino)methyl]phenoxy}thiophene-2-carboxamide). RXN SMILES: [CH:1]([C:3]1[CH:17]=[CH:16][C:6]([O:7][C:8]2[S:12][C:11]([C:13]([NH2:15])=[O:14])=[CH:10][CH:9]=2)=[CH:5][CH:4]=1)=O.[CH2:18]([NH2:23])[CH2:19][CH:20]([CH3:22])[CH3:21].[BH4-].[Na+]>CO>[CH3:21][CH:20]([CH3:22])[CH2:19][CH2:18][NH:23][CH2:1][C:3]1[CH:17]=[CH:16][C:6]([O:7][C:8]2[S:12][C:11]([C:13]([NH2:15])=[O:14])=[CH:10][CH:9]=2)=[CH:5][CH:4]=1 |f:2.3|. Procedure: Place 5-(4-formylphenoxy)thiophene-2-carboxamide (0.235 g, 0.948 mmol), isoamylamine (0.087 g, 0.996 mmol) and 3 Å molecular sieves in a vial. Add methanol (4.7 mL), cap and stir overnight. Add NaBH4 (0.0359 g, 0.948 mmol) and stir until the gasses stop evolving. Load the reaction mixture directly onto a 25 g ISCO® pre-load column. Dry the column in a vacuum oven at room temperature. Purify by eluting through a 40 g ISCO® column with 5% to 20% (2.0 M NH3 in methanol) in ethyl acetate over 45 min... The reactants are NC=1C=C(C=CC1)NC(C(=O)N1CCC(CC1)CC1=CC=CC=C1)=O (N-(3-aminophenyl)-2-(4-benzyl-piperidin-1-yl)-2-oxo-acetamide), C(C)(C)(C)OC(=O)NCC(=O)O (N-(tert-butoxycarbonyl)glycine). The solvent is C(C)OCC (diethylether). The product is C(C)(C)(C)OC(NCC(NC1=CC(=CC=C1)NC(C(=O)N1CCC(CC1)CC1=CC=CC=C1)=O)=O)=O (({3-[2-(4-Benzyl-piperidin-1-yl)-2-oxo-acetyl-amino]-phenylcarbamoyl}-methyl)-carbamic acid tert-butyl ester). RXN SMILES: [NH2:1][C:2]1[CH:3]=[C:4]([NH:8][C:9](=[O:25])[C:10]([N:12]2[CH2:17][CH2:16][CH:15]([CH2:18][C:19]3[CH:24]=[CH:23][CH:22]=[CH:21][CH:20]=3)[CH2:14][CH2:13]2)=[O:11])[CH:5]=[CH:6][CH:7]=1.[C:26]([O:30][C:31]([NH:33][CH2:34][C:35](O)=[O:36])=[O:32])([CH3:29])([CH3:28])[CH3:27]>C(OCC)C>[C:26]([O:30][C:31](=[O:32])[NH:33][CH2:34][C:35](=[O:36])[NH:1][C:2]1[CH:7]=[CH:6][CH:5]=[C:4]([NH:8][C:9](=[O:25])[C:10]([N:12]2[CH2:17][CH2:16][CH:15]([CH2:18][C:19]3[CH:20]=[CH:21][CH:22]=[CH:23][CH:24]=3)[CH2:14][CH2:13]2)=[O:11])[CH:3]=1)([CH3:29])([CH3:27])[CH3:28]. Procedure: The title compound is prepared from N-(3-aminophenyl)-2-(4-benzyl-piperidin-1-yl)-2-oxo-acetamide (Example 11) and N-(tert-butoxycarbonyl)glycine (Aldrich) according to the method described in Example 1c. Melting Point: 81-85° C. (diethylether) Reactants: [OH-].[Na+] (sodium hydroxide), S(=O)(Cl)Cl (thionyl chloride), OCCNC(=O)C1=CC=C(C(=O)OC)C=C1 (methyl 4-(2-hydroxyethyl)aminocarbonylbenzoate), ice methanol, C(C)OCC (diethyl ether), [OH-].[Na+] (sodium hydroxide). Run in CO (methanol). Reaction conditions: time 15 minute. Product: O1C(=NCC1)C1=CC=C(C(=O)O)C=C1 (4-(2-oxazolin-2-yl)benzoic acid). Yield: 83.8%. RXN SMILES: S(Cl)(Cl)=O.O[CH2:6][CH2:7][NH:8][C:9]([C:11]1[CH:20]=[CH:19][C:14]([C:15]([O:17]C)=[O:16])=[CH:13][CH:12]=1)=[O:10].C(OCC)C.[OH-].[Na+]>CO>[O:10]1[CH2:6][CH2:7][N:8]=[C:9]1[C:11]1[CH:20]=[CH:19][C:14]([C:15]([OH:17])=[O:16])=[CH:13][CH:12]=1 |f:3.4|. Procedure details: 2.2 ml of thionyl chloride was added to 2.23 g of methyl 4-(2-hydroxyethyl)aminocarbonylbenzoate. The mixture was stirred for 15 minutes. Thereto was added 10 ml of diethyl ether. The reaction mixture was added to 20 ml of a 5 N aqueous sodium hydroxide solution being cooled with an ice-methanol cryogen. The mixture was stirred for a while. The resulting precipitate was collected by filtration and water-washed to obtain a white powder. The powder was dissolved in 20 ml of methanol. Thereto was a...